From a dataset of the Open Reaction Database (ORD), a public repository of structured organic reaction records. describe an organic reaction: reactants, conditions, products, and yield The reactants are COc1cccc(C2=C(c3ccc(C(=O)O)cc3C)CCCC2)c1, c1ccc2c(c1)Cn1cccc1CN2. Yields the product COc1cccc(C2=C(c3ccc(C(=O)N4Cc5cccn5Cc5ccccc54)cc3C)CCCC2)c1. RXN SMILES: [CH3:1][O:2][c:3]1[cH:4][c:5]([C:9]2=[C:10]([c:15]3[c:16]([CH3:24])[cH:17][c:18]([C:19](=[O:20])[OH:21])[cH:22][cH:23]3)[CH2:11][CH2:12][CH2:13][CH2:14]2)[cH:6][cH:7][cH:8]1.[cH:25]1[cH:26][cH:27][n:28]2[c:29]1[CH2:30][NH:31][c:32]1[c:33]([cH:35][cH:36][cH:37][cH:38]1)[CH2:34]2>>[CH3:1][O:2][c:3]1[cH:4][c:5]([C:9]2=[C:10]([c:15]3[c:16]([CH3:24])[cH:17][c:18]([C:19](=[O:20])[N:31]4[CH2:30][c:29]5[cH:25][cH:26][cH:27][n:28]5[CH2:34][c:33]5[c:32]4[cH:38][cH:37][cH:36][cH:35]5)[cH:22][cH:23]3)[CH2:11][CH2:12][CH2:13][CH2:14]2)[cH:6][cH:7][cH:8]1. Reactants: CC(C)(C)OC(=O)N1CCC(CO)C1, CC1(C)CCCC(C)(C)N1O. The product is CC(C)(C)OC(=O)N1CCC(C=O)C1. RXN SMILES: [C:12]([CH3:13])([CH3:14])([CH3:15])[O:16][C:17](=[O:18])[N:19]1[CH2:20][CH:21]([CH2:24][OH:25])[CH2:22][CH2:23]1.[CH3:1][C:2]1([CH3:11])[N:3]([O:4])[C:5]([CH3:6])([CH3:7])[CH2:8][CH2:9][CH2:10]1>>[C:12]([CH3:13])([CH3:14])([CH3:15])[O:16][C:17](=[O:18])[N:19]1[CH2:20][CH:21]([CH:24]=[O:25])[CH2:22][CH2:23]1. Reaction SMILES: [CH2:33]([Cl:34])[Cl:35].[CH3:15][C:16]([CH3:17])([CH3:18])[O:19][C:20](=[O:21])[O:22][C:23]([O:24][C:25]([CH3:26])([CH3:27])[CH3:28])=[O:29].[Na+:31].[OH-:30].[OH2:32].[n:1]1[cH:2][c:3]([C:11]#[C:12][CH2:13][OH:14])[cH:4][c:5]2[cH:6][cH:7][cH:8][cH:9][c:10]12>>[CH3:15][C:16]([CH3:17])([CH3:18])[O:19][C:20](=[O:21])[OH:22].[n:1]1[cH:2][c:3]([C:11]#[C:12][CH2:13][OH:14])[cH:4][c:5]2[cH:6][cH:7][cH:8][cH:9][c:10]12. Starting materials: ClCCl, CC(C)(C)OC(=O)OC(=O)OC(C)(C)C, [Na+], [OH-], O, OCC#Cc1cnc2ccccc2c1. Product: CC(C)(C)OC(=O)O, OCC#Cc1cnc2ccccc2c1.